This data is from the Open Reaction Database (ORD), a public repository of structured organic reaction records. The task is: describe an organic reaction: reactants, conditions, products, and yield Conditions: time 6 hour. Procedure: A mixture of ethyl (±)-10,11-dihydro-3-[3-(pyrimidin-2-ylamino)1-propyloxy]-5H-dibenzo[a,d]cycloheptene-10-acetate (0.17 g, 0.38 mmol), 10% palladium on charcoal (0.085 g, 0.08 mmol), 4 M HCl in dioxane (0.1 mL, 0.4 mmol) and ethanol (5 mL) was shaken under H2 (48 psi) for 6 hr, then the catalyst was removed by filtration through celite®. The filtrate was concentrated to give the title compound (0.19 g) as a yellow oil: MS (ES) 436.3 (M+H)+. RXN SMILES: [N:1]1[CH:6]=[CH:5][CH:4]=[N:3][C:2]=1[NH:7][CH2:8][CH2:9][CH2:10][O:11][C:12]1[CH:13]=[CH:14][C:15]2[CH2:21][CH:20]([CH2:22][C:23]([O:25][CH2:26][CH3:27])=[O:24])[C:19]3[CH:28]=[CH:29][CH:30]=[CH:31][C:18]=3[CH2:17][C:16]=2[CH:32]=1.Cl.O1CCOCC1>[Pd].C(O)C>[N:1]1[CH2:6][CH2:5][CH2:4][NH:3][C:2]=1[NH:7][CH2:8][CH2:9][CH2:10][O:11][C:12]1[CH:13]=[CH:14][C:15]2[CH2:21][CH:20]([CH2:22][C:23]([O:25][CH2:26][CH3:27])=[O:24])[C:19]3[CH:28]=[CH:29][CH:30]=[CH:31][C:18]=3[CH2:17][C:16]=2[CH:32]=1. The solvent is C(C)O (ethanol). The product is N1=C(NCCC1)NCCCOC=1C=CC2=C(CC3=C(C(C2)CC(=O)OCC)C=CC=C3)C1 (Ethyl (±)-10,11-dihydro-3-[3-(3,4,5,6-tetrahydropyrimid-2-ylamino)-1-propyloxy]-5 H-dibenzo[a,d]cycloheptene-10-acetate). Starting materials: N1=C(N=CC=C1)NCCCOC=1C=CC2=C(CC3=C(C(C2)CC(=O)OCC)C=CC=C3)C1 (ethyl (±)-10,11-dihydro-3-[3-(pyrimidin-2-ylamino)1-propyloxy]-5H-dibenzo[a,d]cycloheptene-10-acetate), Cl (HCl), O1CCOCC1 (dioxane). Isolated yield 114.8%. Reagents/catalysts: [Pd] (palladium on charcoal). The reactants are N1=C(C=CC=C1)C (2-picoline), ice brine, ClS(=O)(=O)O (chlorosulfonic acid), C(C1=CC=CC=C1)OC(=O)N[C@@H]([C@H](O)C)C(=O)N (benzyloxycarbonylthreonine amide), O-mesylate, P(=O)([O-])([O-])[O-] (phosphate). Solvent: C(Cl)Cl (methylene chloride), C(Cl)Cl (methylene chloride), C(Cl)Cl (methylene chloride). Product: S(=O)(=O)=NC([C@@H](NC(=O)OCC1=CC=CC=C1)[C@H](O)C)=O (N-sulfonyl benzyloxycarbonylthreonine amide). Reaction SMILES: N1C=CC=CC=1C.Cl[S:9]([OH:12])(=O)=[O:10].[CH2:13]([O:20][C:21]([NH:23][C@H:24]([C:28]([NH2:30])=[O:29])[C@@H:25]([CH3:27])[OH:26])=[O:22])[C:14]1[CH:19]=[CH:18][CH:17]=[CH:16][CH:15]=1.P([O-])([O-])([O-])=O>C(Cl)Cl>[S:9](=[N:30][C:28](=[O:29])[C@H:24]([C@@H:25]([CH3:27])[OH:26])[NH:23][C:21]([O:20][CH2:13][C:14]1[CH:19]=[CH:18][CH:17]=[CH:16][CH:15]=1)=[O:22])(=[O:12])=[O:10]. Procedure details: A solution of 2-picoline (17.8 ml) in 90 ml of methylene chloride was cooled to -5° C. (ice-brine) and chlorosulfonic acid (5.97 ml) was added at such a rate as to maintain the internal reaction temperature below 5° C. The resulting solution was added via canula, to a suspension of 7.56 g of benzyloxycarbonylthreonine amide, O-mesylate in 120 ml of methylene chloride. The resulting heterogeneous mixture was refluxed for about 16 hours yielding a clear solution. The solution was poured into 500 m...